From a dataset of the Open Reaction Database (ORD), a public repository of structured organic reaction records. describe an organic reaction: reactants, conditions, products, and yield Reactants: ClC=1C(=NC=C(C1)C(F)(F)F)N1CCC(CC1)N (1-[3-Chloro-5-(trifluoromethyl)pyridin-2-yl]piperidin-4-amine), C(C)(C)(C)N1S(C(=C(C1=O)Cl)C1=CC=CC=C1)(=O)=O (2-tert-Butyl-4-chloro-5-phenylisothiazol-3(2H)-one 1,1-dioxide), TEA. Run in CCOC(=O)C (EtOAc), CN(C)C=O (DMF). Run at temperature 120 celsius. The product is C(C)(C)(C)N1S(C(=C(C1=O)NC1CCN(CC1)C1=NC=C(C=C1Cl)C(F)(F)F)C1=CC=CC=C1)(=O)=O (2-tert-Butyl-4-({1-[3-chloro-5-(trifluoromethyl)pyridin-2-yl]piperidin-4-yl}amino)-5-phenylisothiazol-3(2H)-one 1,1-dioxide). The yield is 78.4%. As a reaction SMILES: [C:1]([N:5]1[C:9](=[O:10])[C:8](Cl)=[C:7]([C:12]2[CH:17]=[CH:16][CH:15]=[CH:14][CH:13]=2)[S:6]1(=[O:19])=[O:18])([CH3:4])([CH3:3])[CH3:2].[Cl:20][C:21]1[C:22]([N:31]2[CH2:36][CH2:35][CH:34]([NH2:37])[CH2:33][CH2:32]2)=[N:23][CH:24]=[C:25]([C:27]([F:30])([F:29])[F:28])[CH:26]=1>CN(C=O)C.CCOC(C)=O>[C:1]([N:5]1[C:9](=[O:10])[C:8]([NH:37][CH:34]2[CH2:33][CH2:32][N:31]([C:22]3[C:21]([Cl:20])=[CH:26][C:25]([C:27]([F:30])([F:29])[F:28])=[CH:24][N:23]=3)[CH2:36][CH2:35]2)=[C:7]([C:12]2[CH:17]=[CH:16][CH:15]=[CH:14][CH:13]=2)[S:6]1(=[O:19])=[O:18])([CH3:4])([CH3:3])[CH3:2]. Procedure: 2-tert-Butyl-4-chloro-5-phenylisothiazol-3(2H)-one 1,1-dioxide (200 mg, 0.667 mmol) was dissolved in dry DMF (2 mL) under nitrogen atmosphere. 1-[3-Chloro-5-(trifluoromethyl)pyridin-2-yl]piperidin-4-amine (188 mg, 0.674 mmol) was added followed by TEA (68 mg, 0.667 mmol) and the reaction mixture was heated in a microwave reactor at 120° C. for 20 mins. The reaction mixture was diluted with EtOAc, washed with saturated aqueous NaHCO3-solution, dried over Na2SO4, filtered and evaporated. The crude...